From a dataset of the Open Reaction Database (ORD), a public repository of structured organic reaction records. describe an organic reaction: reactants, conditions, products, and yield Reported procedure: 200 mL of absolute ethanol were placed in a 500-mL one-necked round-bottomed flask equipped with an addition funnel. The flask was then cooled in a dry ice/acetone bath, then 17 mL (0.23 mmoles) of thionyl chloride were added from the addition funnel over a 10 minute period. The funnel was removed, and 26.2 g (0.20 mmoles) of 4-hydroxyproline were added in one portion while stirring. The flask was equipped with a reflux condenser and a sodium hydroxide trap, and the mixture was refluxed for two ... Product: Cl.C(C)OC([C@H]1NCC(C1)O)=O (4hydroxy-L-proline ethyl ester hydrochloride). The reactants are S(=O)(Cl)Cl (thionyl chloride), OC1C[C@H](NC1)C(=O)O (4-hydroxyproline), C(C)O (ethanol). As a reaction SMILES: S(Cl)([Cl:3])=O.[OH:5][CH:6]1[CH2:10][NH:9][C@H:8]([C:11]([OH:13])=[O:12])[CH2:7]1.[CH2:14](O)[CH3:15]>>[ClH:3].[CH2:14]([O:12][C:11](=[O:13])[C@@H:8]1[CH2:7][CH:6]([OH:5])[CH2:10][NH:9]1)[CH3:15] |f:3.4|. The reactants are CCOC(=O)C(CC(C)C)N1CC(Oc2cccc(C3CC3)c2F)=CC1=O, [Li+], C1CCOC1, [OH-], O. Yields the product CC(C)CC(C(=O)O)N1CC(Oc2cccc(C3CC3)c2F)=CC1=O. Reaction SMILES: [CH2:1]([CH3:2])[O:3][C:4]([CH:5]([CH2:6][CH:7]([CH3:8])[CH3:9])[N:10]1[C:11](=[O:26])[CH:12]=[C:13]([O:15][c:16]2[c:17]([F:25])[c:18]([CH:22]3[CH2:23][CH2:24]3)[cH:19][cH:20][cH:21]2)[CH2:14]1)=[O:27].[Li+:30].[O:31]1[CH2:32][CH2:33][CH2:34][CH2:35]1.[OH-:29].[OH2:28]>>[O:3]=[C:4]([CH:5]([CH2:6][CH:7]([CH3:8])[CH3:9])[N:10]1[C:11](=[O:26])[CH:12]=[C:13]([O:15][c:16]2[c:17]([F:25])[c:18]([CH:22]3[CH2:23][CH2:24]3)[cH:19][cH:20][cH:21]2)[CH2:14]1)[OH:27]. Reactants: Cl.Cl.N1(C=NC=C1)C1=CC=C(C(=O)N2CCC(CC2)N)C=C1 (1-[4-(1H-imidazol-1-yl)benzoyl]-4-piperidinamine dihydrochloride), CC1=C(C(=O)Cl)C(=CC=C1)C (2,6-dimethylbenzoyl chloride). The product is N1(C=NC=C1)C1=CC=C(C(=O)N2CCC(CC2)NC(C2=C(C=CC=C2C)C)=O)C=C1 (N-[1-[4-(1H-Imidazol-1-yl)-benzoyl]-4-piperidinyl]-2,6-dimethylbenzamide). Reaction SMILES: Cl.Cl.[N:3]1([C:8]2[CH:22]=[CH:21][C:11]([C:12]([N:14]3[CH2:19][CH2:18][CH:17]([NH2:20])[CH2:16][CH2:15]3)=[O:13])=[CH:10][CH:9]=2)[CH:7]=[CH:6][N:5]=[CH:4]1.[CH3:23][C:24]1[CH:32]=[CH:31][CH:30]=[C:29]([CH3:33])[C:25]=1[C:26](Cl)=[O:27]>>[N:3]1([C:8]2[CH:9]=[CH:10][C:11]([C:12]([N:14]3[CH2:19][CH2:18][CH:17]([NH:20][C:26](=[O:27])[C:25]4[C:29]([CH3:33])=[CH:30][CH:31]=[CH:32][C:24]=4[CH3:23])[CH2:16][CH2:15]3)=[O:13])=[CH:21][CH:22]=2)[CH:7]=[CH:6][N:5]=[CH:4]1 |f:0.1.2|. Reported procedure: In a manner similar to that described in Example 10, 1-[4-(1H-imidazol-1-yl)benzoyl]-4-piperidinamine dihydrochloride and 2,6-dimethylbenzoyl chloride are reacted to give the title compound. The reactants are CC1(OB(OC1(C)C)C1=CC=2C(C3=CC=CC=C3C2C=C1)(CCCCCCCC)CCCCCCCC)C (2-(4,4,5,5-tetramethyl-1,3,2-dioxaborolan-2-yl)-9,9-dioctylfluorene), BrC1=CC=C(C=2C1=NSN2)Br (4,7-dibromo-benzo[1,2,5]thiadiazole), C(=O)([O-])[O-].[Na+].[Na+] (Na2CO3), tetrakistriphenylphosphine palladium (0). Reagents/catalysts: CCCCCCCC[N+](C)(CCCCCCCC)CCCCCCCC.[Cl-] (Aliquat® 336). The solvent is C1(=CC=CC=C1)C (toluene). Conditions: temperature 80 celsius. The product is C(CCCCCCC)C1(C2=CC=CC=C2C=2C=CC(=CC12)C1=CC=C(C=2C1=NSN2)C2=CC=1C(C3=CC=CC=C3C1C=C2)(CCCCCCCC)CCCCCCCC)CCCCCCCC (4,7-Bis-(9,9-dioctyl-9H-fluoren-2-yl)-benzo[1,2,5]thiadiazole). Yield: 64.4%. RXN SMILES: CC1(C)C(C)(C)OB([C:9]2[CH:21]=[CH:20][C:19]3[C:18]4[C:13](=[CH:14][CH:15]=[CH:16][CH:17]=4)[C:12]([CH2:30][CH2:31][CH2:32][CH2:33][CH2:34][CH2:35][CH2:36][CH3:37])([CH2:22][CH2:23][CH2:24][CH2:25][CH2:26][CH2:27][CH2:28][CH3:29])[C:11]=3[CH:10]=2)O1.Br[C:40]1[C:45]2=[N:46][S:47][N:48]=[C:44]2[C:43](Br)=[CH:42][CH:41]=1.C([O-])([O-])=O.[Na+].[Na+]>CCCCCCCC[N+](CCCCCCCC)(CCCCCCCC)C.[Cl-].C1(C)C=CC=CC=1>[CH2:30]([C:12]1([CH2:22][CH2:23][CH2:24][CH2:25][CH2:26][CH2:27][CH2:28][CH3:29])[C:11]2[CH:10]=[C:9]([C:40]3[C:45]4=[N:46][S:47][N:48]=[C:44]4[C:43]([C:9]4[CH:21]=[CH:20][C:19]5[C:18]6[C:13](=[CH:14][CH:15]=[CH:16][CH:17]=6)[C:12]([CH2:30][CH2:31][CH2:32][CH2:33][CH2:34][CH2:35][CH2:36][CH3:37])([CH2:22][CH2:23][CH2:24][CH2:25][CH2:26][CH2:27][CH2:28][CH3:29])[C:11]=5[CH:10]=4)=[CH:42][CH:41]=3)[CH:21]=[CH:20][C:19]=2[C:18]2[C:13]1=[CH:14][CH:15]=[CH:16][CH:17]=2)[CH2:31][CH2:32][CH2:33][CH2:34][CH2:35][CH2:36][CH3:37] |f:2.3.4,5.6|. Procedure: Into a flask was introduced 100 mL of toluene, 8.77 g of 2-(4,4,5,5-tetramethyl-1,3,2-dioxaborolan-2-yl)-9,9-dioctylfluorene (10) (17 mmol), 2 g of 4,7-dibromo-benzo[1,2,5]thiadiazole (5) (6.8 mmole), 0.69 g of Aliquat® 336 (1.7 mmol) and 17.2 mL of aqueous 2M Na2CO3. This was N2 purged for 1 h. The flask was heated to about 80° C. and 33 mg of tetrakistriphenylphosphine palladium (0) (0.0042 mmol) then added under a nitrogen purge. The content of the flask was refluxed for 3 days. The reaction ... Reactants: Nc1cccc(Br)c1, C1CCOC1, CC(C)=CC(=O)Cl, O. Product: CC(C)=CC(=O)Nc1cccc(Br)c1. As a reaction SMILES: [Br:1][c:2]1[cH:3][c:4]([NH2:5])[cH:6][cH:7][cH:8]1.[CH2:17]1[O:18][CH2:19][CH2:20][CH2:21]1.[CH3:9][C:10](=[CH:11][C:12](=[O:13])[Cl:14])[CH3:15].[OH2:16]>>[Br:1][c:2]1[cH:3][c:4]([NH:5][C:12]([CH:11]=[C:10]([CH3:9])[CH3:15])=[O:13])[cH:6][cH:7][cH:8]1. Starting materials: glass, ClC1=CC=C(C(=O)Cl)C=C1 (PCBOC), [NH4+].[Cl-] (NH4Cl), MgO. Conditions: temperature 220 celsius. The product is C1=CC(=CC=C1C#N)Cl (PCBN). Reaction SMILES: [NH4+:1].[Cl-].[Cl:3][C:4]1[CH:12]=[CH:11][C:7]([C:8](Cl)=O)=[CH:6][CH:5]=1>>[CH:6]1[C:7]([C:8]#[N:1])=[CH:11][CH:12]=[C:4]([Cl:3])[CH:5]=1 |f:0.1|. Reported procedure: A 2 L glass resin kettle was fitted with an overhead stirrer, glass thermocouple well, and a 15 cm (6 inch) 24/40 U-connector tube wrapped with an electrical heating tape and set at a 120° to 150° C. skin temperature. The U-connector tube was attached to a 1 L, 3-necked, round bottom flask fitted with an air condenser, which was used as a sublimate trap to a stop the easily sublimed product. To this was added either 1.1 eq. (first two runs) or 1.0 eq. (last three runs) NH4Cl, 7.50 g MgO (0.5 wt ... Reactants: C(CCC)S(=O)(=O)N1CC=2C=CC(=NC2CC1)C(=O)OC (methyl 6-(butylsulfonyl)-5,6,7,8-tetrahydro-1,6-naphthyridine-2-carboxylate), [K].NO (hydroxylamine potassium salt), C(C)(=O)O (acetic acid). The solvent is CO (MeOH). Reaction conditions: time 1 hour. Yields the product C(CCC)S(=O)(=O)N1CC=2C=CC(=NC2CC1)C(=O)NO (6-(butylsulfonyl)-N-hydroxy-5,6,7,8-tetrahydro-1,6-naphthyridine-2-carboxamide). The yield is 28.3%. As a reaction SMILES: [CH2:1]([S:5]([N:8]1[CH2:17][CH2:16][C:15]2[N:14]=[C:13]([C:18]([O:20]C)=O)[CH:12]=[CH:11][C:10]=2[CH2:9]1)(=[O:7])=[O:6])[CH2:2][CH2:3][CH3:4].[K].[NH2:23][OH:24].C(O)(=O)C>CO>[CH2:1]([S:5]([N:8]1[CH2:17][CH2:16][C:15]2[N:14]=[C:13]([C:18]([NH:23][OH:24])=[O:20])[CH:12]=[CH:11][C:10]=2[CH2:9]1)(=[O:6])=[O:7])[CH2:2][CH2:3][CH3:4] |f:1.2,^1:21|. Procedure details: To a microwave vial containing methyl 6-(butylsulfonyl)-5,6,7,8-tetrahydro-1,6-naphthyridine-2-carboxylate was added MeOH (1 mL) and hydroxylamine potassium salt (1 mL, 1.76 mmol, 1.76 M in MeOH). The solution was shaken at rt for 1 h, then acetic acid (0.102 mL, 1.8 mmol) was added to quench excess base. The solvent was then concentrated. To the resulting residue was added DMSO (1.2 mL) and after filtration, the solution underwent purification via prep-HPLC to give 6-(butylsulfonyl)-N-hydroxy-5... The reactants are C(C)(=O)C=1C=NC2=CC=C(C=C2C1N[C@@H]1CC[C@H](CC1)NC(OC(C)(C)C)=O)C1=CC(=C(C(=C1)OC)O)Cl (tert-butyl trans-4-[3-acetyl-6-(3-chloro-4-hydroxy-5-methoxyphenyl)quinolin-4-ylamino]cyclohexylcarbamate), C(=O)(C(F)(F)F)O (TFA). Product: N[C@@H]1CC[C@H](CC1)NC1=C(C=NC2=CC=C(C=C12)C1=CC(=C(C(=C1)OC)O)Cl)C(C)=O (1-{4-[trans-4-Aminocyclohexylamino]-6-(3-chloro-4-hydroxy-5-methoxyphenyl)quinolin-3-yl}ethanone). Yield: 47.6%. Reaction SMILES: [C:1]([C:4]1[CH:5]=[N:6][C:7]2[C:12]([C:13]=1[NH:14][C@H:15]1[CH2:20][CH2:19][C@H:18]([NH:21]C(=O)OC(C)(C)C)[CH2:17][CH2:16]1)=[CH:11][C:10]([C:29]1[CH:34]=[C:33]([O:35][CH3:36])[C:32]([OH:37])=[C:31]([Cl:38])[CH:30]=1)=[CH:9][CH:8]=2)(=[O:3])[CH3:2].C(O)(C(F)(F)F)=O>>[NH2:21][C@H:18]1[CH2:19][CH2:20][C@H:15]([NH:14][C:13]2[C:12]3[C:7](=[CH:8][CH:9]=[C:10]([C:29]4[CH:34]=[C:33]([O:35][CH3:36])[C:32]([OH:37])=[C:31]([Cl:38])[CH:30]=4)[CH:11]=3)[N:6]=[CH:5][C:4]=2[C:1](=[O:3])[CH3:2])[CH2:16][CH2:17]1. Procedure details: Following general procedure A-2, tert-butyl trans-4-[3-acetyl-6-(3-chloro-4-hydroxy-5-methoxyphenyl)quinolin-4-ylamino]cyclohexylcarbamate (35 mg, 0.065 mmol) was reacted with TFA (2 mL) to afford the desired product (13.6 mg, 48%) as an orange solid: 1H NMR (500 MHz, CD3OD) δ 8.95 (s, 1H), 8.32 (d, J=1.8 Hz, 1H), 8.04 (dd, J=8.7, 1.9 Hz, 1H), 7.92 (d, J=8.7 Hz, 1H), 7.27 (d, J=2.1 Hz, 1H), 7.22 (d, J=2.0 Hz, 1H), 4.23 (t, J=11.1 Hz, 1H), 3.99 (s, 3H), 3.24-3.16 (m, 1H), 2.70 (s, J=6.3 Hz, 3H), ... The reactants are O (water), ClC1=C2C(=CC(=N1)C1=CC=CC=C1)OC=C2 (4-chloro-6-phenylfuro[2,3-d]pyridine), C(C)(C)(C)OC(CO[C@@H]1C[C@H](CCC1)N)=O ((+/−)-trans-{[3-aminocyclohexyl]oxy}acetic acid tert-butyl ester), C(C)(C)N(C(C)C)CC (N,N-diisopropylethylamine), CN(C)C=O (DMF). Reaction conditions: temperature 120 celsius. Product: C(C)(C)(C)OC(COC1CC(CCC1)NC=1C2=C(N=CN1)OC(=C2)C2=CC=CC=C2)=O ((+/−)-({3-[(6-Phenylfuro[2,3-d]pyrimidin-4-yl)amino]cyclohexyl}oxy)acetic acid tert-butyl ester). RXN SMILES: ClC1N=[C:6]([C:8]2[CH:13]=[CH:12][CH:11]=CC=2)[CH:5]=[C:4]2[O:14][CH:15]=[CH:16][C:3]=12.[C:17]([O:21][C:22](=[O:32])[CH2:23][O:24][C@H:25]1[CH2:30][CH2:29][CH2:28][C@H:27]([NH2:31])[CH2:26]1)([CH3:20])([CH3:19])[CH3:18].[CH:33]([N:36]([CH2:40]C)C(C)C)(C)C.O.C[N:44](C=O)C>>[C:17]([O:21][C:22](=[O:32])[CH2:23][O:24][CH:25]1[CH2:30][CH2:29][CH2:28][CH:27]([NH:31][C:33]2[C:16]3[CH:3]=[C:4]([C:5]4[CH:6]=[CH:8][CH:13]=[CH:12][CH:11]=4)[O:14][C:15]=3[N:44]=[CH:40][N:36]=2)[CH2:26]1)([CH3:20])([CH3:18])[CH3:19]. Procedure: Initially charge 1.61 g (6.98 mmol) of 4-chloro-6-phenylfuro[2,3-d]pyridine and 1.60 g (6.98 mmol) of (+/−)-trans-{[3-aminocyclohexyl]oxy}acetic acid tert-butyl ester in 6.0 ml of DMF and add 1.8 ml (10.5 mmol) of N,N-diisopropylethylamine. Heat the reaction mixture to 120° C. for 3 h, then cool to RT and add to water. Extract three times with ethyl acetate, combine the organic phases, wash with satd. sodium chloride solution and concentrate under reduced pressure. From the residue, after purifi... Reactants: CON(C)C(=O)C(Cc1cc(F)ccc1F)NC(=O)OC(C)(C)C, CC(=O)Nc1cccnc1C. Product: CC(=O)Nc1cccnc1CC(=O)C(Cc1cc(F)ccc1F)NC(=O)OC(C)(C)C. As a reaction SMILES: [C:1]([CH3:2])([CH3:3])([CH3:4])[O:5][C:6]([NH:7][CH:8]([CH2:9][c:10]1[c:11]([F:17])[cH:12][cH:13][c:14]([F:16])[cH:15]1)[C:18]([N:19]([O:20][CH3:21])[CH3:22])=[O:23])=[O:24].[CH3:25][c:26]1[n:27][cH:28][cH:29][cH:30][c:31]1[NH:32][C:33]([CH3:34])=[O:35]>>[C:1]([CH3:2])([CH3:3])([CH3:4])[O:5][C:6]([NH:7][CH:8]([CH2:9][c:10]1[c:11]([F:17])[cH:12][cH:13][c:14]([F:16])[cH:15]1)[C:18](=[O:23])[CH2:25][c:26]1[n:27][cH:28][cH:29][cH:30][c:31]1[NH:32][C:33]([CH3:34])=[O:35])=[O:24].